This data is from the Open Reaction Database (ORD), a public repository of structured organic reaction records. The task is: describe an organic reaction: reactants, conditions, products, and yield Procedure details: 0.122 g (5 mol %) of Pdcl2 (dppf) was added to 0.742 g (2.44 mmol) of iodophenanthrene in a darkroom, and dissolved with 12 ml of THF/H2O. 0.90 g (2.19 mmol) of 3,5-bis-tert-butyldimethylsilyloxymethyl Phenylboronic acid dissolved in 12 ml of THF/H2O was added, 3.66 ml (3 eq) of 2N NaOH aq was injected, the reaction was initiated in a 65° C. oil bath with light shielding, and the mixture was agitated for 24 hours. Completion of the reaction could not be confirmed because the raw material iodophe... Run in C1CCOC1.O (THF H2O), C1CCOC1.O (THF H2O). RXN SMILES: I[C:2]1[C:15]2[CH:14]=[CH:13][C:12]3[C:7](=[CH:8][CH:9]=[CH:10][CH:11]=3)[C:6]=2[CH:5]=[CH:4][CH:3]=1.[Si:16]([O:23][CH2:24][C:25]1[CH:26]=[C:27](B(O)O)[CH:28]=[C:29]([CH2:31][O:32][Si:33]([C:36]([CH3:39])([CH3:38])[CH3:37])([CH3:35])[CH3:34])[CH:30]=1)([C:19]([CH3:22])([CH3:21])[CH3:20])([CH3:18])[CH3:17].[OH-].[Na+].CCOC(C)=O>C1COCC1.O.C1C=CC(P([C]2[CH][CH][CH][CH]2)C2C=CC=CC=2)=CC=1.C1C=CC(P([C]2[CH][CH][CH][CH]2)C2C=CC=CC=2)=CC=1.Cl[Pd]Cl.[Fe]>[Si:16]([O:23][CH2:24][C:25]1[CH:26]=[C:27]([C:9]2[CH:8]=[C:7]3[C:12](=[CH:11][CH:10]=2)[CH:13]=[CH:14][C:15]2[CH:2]=[CH:3][CH:4]=[CH:5][C:6]3=2)[CH:28]=[C:29]([CH2:31][O:32][Si:33]([C:36]([CH3:39])([CH3:38])[CH3:37])([CH3:35])[CH3:34])[CH:30]=1)([C:19]([CH3:22])([CH3:21])[CH3:20])([CH3:18])[CH3:17] |f:2.3,5.6,7.8.9.10,^1:61,62,63,64,65,79,80,81,82,83|. Yield: 107.2%. Product: [Si](C)(C)(C(C)(C)C)OCC=1C=C(C=C(C1)CO[Si](C)(C)C(C)(C)C)C=1C=C2C=3C=CC=CC3C=CC2=CC1 (6-(3,5-bis-tert-butyldimethylsilyloxymethylphenyl)-phenanthrene). Run at time 24 hour. Reagents/catalysts: C1=CC=C(C=C1)P(C2=CC=CC=C2)[C]3[CH][CH][CH][CH]3.C1=CC=C(C=C1)P(C2=CC=CC=C2)[C]3[CH][CH][CH][CH]3.Cl[Pd]Cl.[Fe] (Pdcl2 (dppf)). Reactants: IC1=CC=CC=2C3=CC=CC=C3C=CC12 (iodophenanthrene), [Si](C)(C)(C(C)(C)C)OCC=1C=C(C=C(C1)CO[Si](C)(C)C(C)(C)C)B(O)O (3,5-bis-tert-butyldimethylsilyloxymethyl Phenylboronic acid), raw material, IC1=CC=CC=2C3=CC=CC=C3C=CC12 (iodophenanthrene), [OH-].[Na+] (NaOH), CCOC(=O)C (EtOAc).